describe an organic reaction: reactants, conditions, products, and yield From a dataset of the Open Reaction Database (ORD), a public repository of structured organic reaction records. The reactants are C1(=CC=CC=C1)P(=O)(C1=CC=CC=C1)N=[N+]=[N-] (diphenylphosphoryl azide), ClC=1C=C(C=CC1)C(=CC(=O)N1CCNCC1)C1=CC(=CC=C1)Cl (1-[3,3-bis(3-chlorophenyl)acryloyl]piperazine), C(Cl)Cl (methylene chloride), COC=1C=C(C(=O)O)C=CC1OC (3,4-dimethoxybenzoic acid). Solvent: C(C)N(CC)CC (triethylamine). Run at time 16 hour. The product is ClC=1C=C(C=CC1)C(=CC(=O)N1CCN(CC1)C(C1=CC(=C(C=C1)OC)OC)=O)C1=CC(=CC=C1)Cl (1-[3,3-Bis(3-chlorophenyl)acryloyl]-4-(3,4-dimethoxybenzoyl)piperazine). Isolated yield 94.6%. Reaction SMILES: C1(P(N=[N+]=[N-])(C2C=CC=CC=2)=O)C=CC=CC=1.[Cl:18][C:19]1[CH:20]=[C:21]([C:25]([C:35]2[CH:40]=[CH:39][CH:38]=[C:37]([Cl:41])[CH:36]=2)=[CH:26][C:27]([N:29]2[CH2:34][CH2:33][NH:32][CH2:31][CH2:30]2)=[O:28])[CH:22]=[CH:23][CH:24]=1.C(Cl)Cl.[CH3:45][O:46][C:47]1[CH:48]=[C:49]([CH:53]=[CH:54][C:55]=1[O:56][CH3:57])[C:50](O)=[O:51]>C(N(CC)CC)C>[Cl:41][C:37]1[CH:36]=[C:35]([C:25]([C:21]2[CH:22]=[CH:23][CH:24]=[C:19]([Cl:18])[CH:20]=2)=[CH:26][C:27]([N:29]2[CH2:34][CH2:33][N:32]([C:50](=[O:51])[C:49]3[CH:53]=[CH:54][C:55]([O:56][CH3:57])=[C:47]([O:46][CH3:45])[CH:48]=3)[CH2:31][CH2:30]2)=[O:28])[CH:40]=[CH:39][CH:38]=1. Procedure: 0.44 ml of diphenylphosphoryl azide and 0.545 g of 1-[3,3-bis(3-chlorophenyl)acryloyl]piperazine (prepared as described in Preparation 111) were added to 10 ml of a methylene chloride solution containing 0.25 g of 3,4-dimethoxybenzoic acid and 0.38 ml of triethylamine, and the reaction mixture was stirred for 16 hours at room temperature. At the end of this time, the mixture was washed with 10% w/v aqueous hydrochloric acid, with a saturated aqueous solution of sodium bicarbonate and with water,... Reactants: C(C)C1=C2C(C(NC2=CC=C1)=O)=O (4-ethylisatin), ClC1=CC(=CC=C1)C(=O)OO (m-chloroperbenzoic acid), ice water. Solvent: C(C)(=O)O (acetic acid), C(C)(=O)OCC (ethyl acetate). Conditions: time 15 minute. Yields the product C(C)C=1C=CC=C2C1C(=O)OC(N2)=O (6-ethylisatoic acid anhydride). As a reaction SMILES: [CH2:1]([C:3]1[CH:11]=[CH:10][CH:9]=[C:8]2[C:4]=1[C:5](=[O:13])[C:6](=[O:12])[NH:7]2)[CH3:2].ClC1C=CC=C(C(OO)=[O:22])C=1>C(O)(=O)C.C(OCC)(=O)C>[CH2:1]([C:3]1[CH:11]=[CH:10][CH:9]=[C:8]2[NH:7][C:6](=[O:22])[O:12][C:5](=[O:13])[C:4]=12)[CH3:2]. Procedure details: 20 g (0.114 mol) of 4-ethylisatin are suspended in 75 ml of 100 percent acetic acid, treated portionwise with 26 g (0.137 mol) of m-chloroperbenzoic acid, the temperature not rising above 50°, and then the mixture is stirred at this temperature for a further 15 minutes. The mixture is poured into ice-water and filtered. The crude product obtained is taken up in ethyl acetate and extracted cautiously with a mixture of 2 N sodium hydroxide and ice. The ethyl acetate phase is dried over magnesium s... The reactants are N12C[C@@H](C(CC1)CC2)OC2=NC=C(C=N2)C2=C1C=CNC1=CC=C2 (4-{2-[(3R)-1-Azabicyclo[2.2.2]oct-3-yloxy]pyrimidin-5-yl}-1H-indole), OO (H2O2). Product: N1C=CC2=C(C=CC=C12)C=1C=NC(=NC1)O[C@H]1C[N+]2(CCC1CC2)[O-] ((3R)-3-[5-(1H-Indol-4-yl)-pyrimidin-2-yloxy]-1-aza-bicyclo[2.2.2]octane 1-oxide). As a reaction SMILES: [N:1]12[CH2:8][CH2:7][CH:4]([CH2:5][CH2:6]1)[C@@H:3]([O:9][C:10]1[N:15]=[CH:14][C:13]([C:16]3[CH:24]=[CH:23][CH:22]=[C:21]4[C:17]=3[CH:18]=[CH:19][NH:20]4)=[CH:12][N:11]=1)[CH2:2]2.[OH:25]O>>[NH:20]1[C:21]2[C:17](=[C:16]([C:13]3[CH:12]=[N:11][C:10]([O:9][C@@H:3]4[CH:4]5[CH2:5][CH2:6][N+:1]([O-:25])([CH2:8][CH2:7]5)[CH2:2]4)=[N:15][CH:14]=3)[CH:24]=[CH:23][CH:22]=2)[CH:18]=[CH:19]1. Procedure: The product of Example 12A (10 mg, 0.03 mol) was oxidized with H2O2 (Aldrich, aq., 30%) according to the procedure of Example 23. The title compound was purified by chromatography [SiO2, CH2Cl2:MeOH (v. 5% NH3.H2O), 90:10]. 1H NMR (300 MHz, CD3OD) δ 2.01-2.32 (m, 3H), 2.42-2.64 (m, 2H), 3.41-3.70 (m, 5H), 3.91-4.24 (m, 1H), 5.39-5.59 (m, 1H), 6.55 (d, J=4.0 Hz, 1H), 7.12 (d, J=8.0 Hz, 1H), 7.23 (t, J=8.0 Hz, 1H), 7.36 (d, J=3.0 Hz, 1H), 7.47 (d, J=8.0 Hz, 1H), 8.96 (s, 2H) ppm. The reactants are BrC1=CC=C(O[C@H]2[C@H](COC2)N)C=C1 ((3S,4S)-4-(4-bromophenoxy)tetrahydrofuran-3-amine), N12CCCCCC2=NCCC1 (1,8-diazabicyclo[5.4.0]undec-7-ene), CC(C)S(=O)(=O)Cl (propane-2-sulfonyl chloride), CC(C)S(=O)(=O)Cl (propane-2-sulfonyl chloride), CC(C)S(=O)(=O)Cl (propane-2-sulfonyl chloride), O (Water). Solvent: C(Cl)Cl (methylene chloride). Run at temperature 0 celsius, time 18 hour. The product is BrC1=CC=C(O[C@H]2[C@H](COC2)NS(=O)(=O)C(C)C)C=C1 (N-[(3S,4S)-4-(4-bromophenoxy)tetrahydrofuran-3-yl]propane-2-sulfonamide). As a reaction SMILES: [Br:1][C:2]1[CH:14]=[CH:13][C:5]([O:6][C@@H:7]2[CH2:11][O:10][CH2:9][C@@H:8]2[NH2:12])=[CH:4][CH:3]=1.N12CCCN=C1CCCCC2.[CH3:26][CH:27]([S:29](Cl)(=[O:31])=[O:30])[CH3:28].O>C(Cl)Cl>[Br:1][C:2]1[CH:14]=[CH:13][C:5]([O:6][C@@H:7]2[CH2:11][O:10][CH2:9][C@@H:8]2[NH:12][S:29]([CH:27]([CH3:28])[CH3:26])(=[O:31])=[O:30])=[CH:4][CH:3]=1. Procedure: To a solution of (3S,4S)-4-(4-bromophenoxy)tetrahydrofuran-3-amine (65.6 g, 0.254 mol) in methylene chloride (500 mL) was added 1,8-diazabicyclo[5.4.0]undec-7-ene (DBU, 53 mL, 0.35 mol). The reaction mixture was cooled to 0° C. and propane-2-sulfonyl chloride (31.2 mL, 0.28 mol) was added drop-wise. The mixture was then stirred at room temperature for 18 hours. The reaction was monitored by proton NMR: additional propane-2-sulfonyl chloride (2.8 mL, 25 mmol) was added and the mixture was stirred... Reaction SMILES: [Br:44][CH2:45][c:46]1[cH:47][c:48]([C:49](=[O:50])[O:51][CH3:52])[cH:53][cH:54][cH:55]1.[Br:56][CH2:57][c:58]1[o:59][c:60]([C:61]([F:62])([F:63])[F:64])[cH:65][cH:66]1.[CH3:22][c:23]1[c:24]2[cH:25][c:26]3[c:39]([cH:40][c:41]2[o:42][n:43]1)[O:38][CH2:37][C:27]31[c:28]2[c:29]([cH:30][cH:31][cH:32][cH:33]2)[NH:34][C:35]1=[O:36].[NH:1]1[C:2](=[O:21])[C:3]2([c:4]3[c:5]([cH:8][c:9]4[c:13]([cH:14]3)[CH2:12][CH2:11][O:10]4)[O:6][CH2:7]2)[c:15]2[cH:16][cH:17][cH:18][cH:19][c:20]21>>[N:1]1([CH2:45][c:46]2[cH:47][c:48]([C:49](=[O:50])[O:51][CH3:52])[cH:53][cH:54][cH:55]2)[C:2](=[O:21])[C:3]2([c:4]3[c:5]([cH:8][c:9]4[c:13]([cH:14]3)[CH2:12][CH2:11][O:10]4)[O:6][CH2:7]2)[c:15]2[cH:16][cH:17][cH:18][cH:19][c:20]21. Reactants: COC(=O)c1cccc(CBr)c1, FC(F)(F)c1ccc(CBr)o1, Cc1noc2cc3c(cc12)C1(CO3)C(=O)Nc2ccccc21, O=C1Nc2ccccc2C12COc1cc3c(cc12)CCO3. Yields the product COC(=O)c1cccc(CN2C(=O)C3(COc4cc5c(cc43)CCO5)c3ccccc32)c1.